From a dataset of the Open Reaction Database (ORD), a public repository of structured organic reaction records. describe an organic reaction: reactants, conditions, products, and yield Reactants: [Cl-], Cl, O=N[O-], Nc1ccc2cc(S(=O)(=O)O)ccc2c1, [Na+], O. The product is O=S(=O)(O)c1ccc2cc(Cl)ccc2c1. RXN SMILES: [Cl-:20].[ClH:22].[N:1]([O-:2])=[O:3].[NH2:5][c:6]1[cH:7][c:8]2[cH:9][cH:10][c:11]([S:16](=[O:17])(=[O:18])[OH:19])[cH:12][c:13]2[cH:14][cH:15]1.[Na+:4].[OH2:21]>>[c:6]1([Cl:20])[cH:7][c:8]2[cH:9][cH:10][c:11]([S:16](=[O:17])(=[O:18])[OH:19])[cH:12][c:13]2[cH:14][cH:15]1. Procedure details: The desired compound was prepared according to the method of Example 54C, substituting 5-(4-(aminosulphonyl)phenyl)-4-(4-fluorophenyl)-3-hydroxypyrazole prepared according to the method of Example 55C in place of 4-(4-fluorophenyl)-3-hydroxy-5-(4-(methylsulphonyl)phenyl)pyrazole (yield: 35 mg, 13%). MP 231-232° C.; MS (APCI+) m/z 397 (M+H)+; (APCI−) m/z 395 (M−H)−, 431 (M+Cl)−; 1H NMR (300 MHz, DMSO-d6) δ2.65 (s, 3H), 7.30 (m, 4H), 7.47 (s, 2H), 7.67 (d, J=9 Hz, 2H), 7.88 (d, J=9 Hz, 2H); Anal. ... Run in O (H2O). Reaction SMILES: [NH2:1][S:2]([C:5]1[CH:10]=[CH:9][C:8]([C:11]2[NH:15][N:14]=[C:13]([OH:16])[C:12]=2[C:17]2[CH:22]=[CH:21][C:20]([F:23])=[CH:19][CH:18]=2)=[CH:7][CH:6]=1)(=[O:4])=[O:3].FC1C=C[C:28]([C:31]2[C:32](O)=[N:33]NC=2C2C=CC(S(C)(=O)=O)=CC=2)=[CH:27]C=1>O>[NH2:1][S:2]([C:5]1[CH:6]=[CH:7][C:8]([C:11]2[C:12]([C:17]3[CH:22]=[CH:21][C:20]([F:23])=[CH:19][CH:18]=3)=[C:13]3[O:16][C:31]([C:32]#[N:33])=[C:28]([CH3:27])[N:14]3[N:15]=2)=[CH:9][CH:10]=1)(=[O:4])=[O:3]. The product is NS(=O)(=O)C1=CC=C(C=C1)C1=NN2C(OC(=C2C)C#N)=C1C1=CC=C(C=C1)F (6-(4-(Aminosulphonyl)phenyl)-2-cyano-7-(4-Fluorophenyl)-3-methyl-pyrazolo[5,1-b][1,3]oxazole). Reactants: NS(=O)(=O)C1=CC=C(C=C1)C1=C(C(=NN1)O)C1=CC=C(C=C1)F (5-(4-(aminosulphonyl)phenyl)-4-(4-fluorophenyl)-3-hydroxypyrazole), FC1=CC=C(C=C1)C=1C(=NNC1C1=CC=C(C=C1)S(=O)(=O)C)O (4-(4-fluorophenyl)-3-hydroxy-5-(4-(methylsulphonyl)phenyl)pyrazole). The reactants are CC(NC(=O)OC(C)(C)C)c1cccc(Br)c1, ClCCl, CN(C)C1CCNC1, COCCOC, [K+], [K+], [K+], O=C(C=Cc1ccccc1)C=Cc1ccccc1, O=C(C=Cc1ccccc1)C=Cc1ccccc1, O=C(C=Cc1ccccc1)C=Cc1ccccc1, O=P([O-])([O-])[O-], [Pd], [Pd]. Product: CC(NC(=O)OC(C)(C)C)c1cccc(N2CCC(N(C)C)C2)c1. Reaction SMILES: [C:1]([CH3:2])([CH3:3])([CH3:4])[O:5][C:6]([NH:7][CH:8]([CH3:9])[c:10]1[cH:11][c:12]([Br:16])[cH:13][cH:14][cH:15]1)=[O:17].[CH2:40]([Cl:41])[Cl:42].[CH3:18][N:19]([CH:20]1[CH2:21][NH:22][CH2:23][CH2:24]1)[CH3:25].[CH3:34][O:35][CH2:36][CH2:37][O:38][CH3:39].[K+:31].[K+:32].[K+:33].[O:45]=[C:46]([CH:47]=[CH:48][c:49]1[cH:50][cH:51][cH:52][cH:53][cH:54]1)[CH:55]=[CH:56][c:57]1[cH:58][cH:59][cH:60][cH:61][cH:62]1.[O:63]=[C:64]([CH:65]=[CH:66][c:67]1[cH:68][cH:69][cH:70][cH:71][cH:72]1)[CH:73]=[CH:74][c:75]1[cH:76][cH:77][cH:78][cH:79][cH:80]1.[O:81]=[C:82]([CH:83]=[CH:84][c:85]1[cH:86][cH:87][cH:88][cH:89][cH:90]1)[CH:91]=[CH:92][c:93]1[cH:94][cH:95][cH:96][cH:97][cH:98]1.[P:26]([O-:27])([O-:28])([O-:29])=[O:30].[Pd:43].[Pd:44]>>[C:1]([CH3:2])([CH3:3])([CH3:4])[O:5][C:6]([NH:7][CH:8]([CH3:9])[c:10]1[cH:11][c:12]([N:22]2[CH2:21][CH:20]([N:19]([CH3:18])[CH3:25])[CH2:24][CH2:23]2)[cH:13][cH:14][cH:15]1)=[O:17]. The reactants are [BH4-], CO, O=Cc1ccccc1OC1CCN(C(=O)CNC(=O)c2cc(-c3ccccc3)[nH]n2)CC1, [Na+], O. Yields the product O=C(NCC(=O)N1CCC(Oc2ccccc2CO)CC1)c1cc(-c2ccccc2)[nH]n1. Reaction SMILES: [BH4-:1].[CH3:35][OH:36].[CH:3](=[O:4])[c:5]1[c:6]([O:7][CH:8]2[CH2:9][CH2:10][N:11]([C:14]([CH2:15][NH:16][C:17](=[O:18])[c:19]3[n:20][nH:21][c:22](-[c:24]4[cH:25][cH:26][cH:27][cH:28][cH:29]4)[cH:23]3)=[O:30])[CH2:12][CH2:13]2)[cH:31][cH:32][cH:33][cH:34]1.[Na+:2].[OH2:37]>>[CH2:3]([OH:4])[c:5]1[c:6]([O:7][CH:8]2[CH2:9][CH2:10][N:11]([C:14]([CH2:15][NH:16][C:17](=[O:18])[c:19]3[n:20][nH:21][c:22](-[c:24]4[cH:25][cH:26][cH:27][cH:28][cH:29]4)[cH:23]3)=[O:30])[CH2:12][CH2:13]2)[cH:31][cH:32][cH:33][cH:34]1. Reactants: FC=1C=NC=CC1 (3-fluropyridine), C(C(=O)C)(=O)OCC (ethyl pyruvate), Cl (HCl), C(C)(C)[N-]C(C)C.[Li+].C1CCOC1.CCCCCCC (lithium diisopropylamide THF heptane). Solvent: C1CCOC1 (THF), C1CCOC1 (THF), C1CCOC1 (THF), O (water), CCOCC (ether). Reaction conditions: temperature -60 celsius. Yields the product FC=1C=NC=CC1C(C(=O)OCC)(O)C (Ethyl 2-(3-fluoropyrid-4-yl)lactate). Yield: 54.4%. As a reaction SMILES: C([N-]C(C)C)(C)C.[Li+].C1COCC1.CCCCCCC.[F:21][C:22]1[CH:23]=[N:24][CH:25]=[CH:26][CH:27]=1.[C:28]([O:33][CH2:34][CH3:35])(=[O:32])[C:29]([CH3:31])=[O:30].Cl>C1COCC1.O.CCOCC>[F:21][C:22]1[CH:23]=[N:24][CH:25]=[CH:26][C:27]=1[C:29]([CH3:31])([OH:30])[C:28]([O:33][CH2:34][CH3:35])=[O:32] |f:0.1.2.3|. Procedure details: A 27 ml portion of commercially-available 2.03M lithium diisopropylamide-THF/heptane solution (Lithco) was diluted with 50 mL of dry THF, cooled to -60° C. under nitrogen, and stirred while adding a solution of 4.3 mL (4.8 g, 50 mmol) of 3-fluropyridine in 10 mL of dry THF at a rate that held the mixture below -55° C. The resulting slurry was stirred at -60° C. for another 30 minutes, and then with continued cooling and stirring a solution of 6.0 mL (6.4 g, 55 mmol) of ethyl pyruvate in 30 mL of...